Task: describe an organic reaction: reactants, conditions, products, and yield. Dataset: the Open Reaction Database (ORD), a public repository of structured organic reaction records The reactants are FC=1C2=C(C(=O)O)C=C(C1F)OCO2 (3,4-difluoromethylenedioxybenzoic acid), C(C(=O)Cl)(=O)Cl (oxalyl chloride). Reagents/catalysts: CN(C=O)C (dimethylformamide). Run in C(C)OCC (diethyl ether). Conditions: temperature 0 celsius, time 60 hour. The product is FC=1C2=C(C(=O)Cl)C=C(C1F)OCO2 (3,4-difluoromethylenedioxybenzoyl chloride). The yield is 101.4%. RXN SMILES: [F:1][C:2]1[C:3]2[O:14][CH2:13][O:12][C:9]([C:10]=1[F:11])=[CH:8][C:4]=2[C:5](O)=[O:6].C(Cl)(=O)C([Cl:18])=O>C(OCC)C.CN(C)C=O>[F:1][C:2]1[C:3]2[O:14][CH2:13][O:12][C:9]([C:10]=1[F:11])=[CH:8][C:4]=2[C:5]([Cl:18])=[O:6]. Procedure details: A solution of 15.0 grams (0.0742 mole) of 3,4-difluoromethylenedioxybenzoic acid in 200 mL of diethyl ether was stirred and cooled to 0° C. To this was added one drop of dimethylformamide followed by the dropwise addition of 11.3 grams (0.0890 mole) of oxalyl chloride. Upon completion of addition the reaction mixture was allowed to warm to ambient temperature where it stirred for 60 hours. After this time the reaction mixture was concentrated under reduced pressure to yield 16.6 grams of 3,4-dif...